This data is from the Open Reaction Database (ORD), a public repository of structured organic reaction records. The task is: describe an organic reaction: reactants, conditions, products, and yield Starting materials: C1(CCCCC1)NCC(C)OC(C1=CC=CC=C1)=O (benzoic acid 2-cyclohexylamino-1-methyl-ethyl ester), C(=O)([O-])[O-].[K+].[K+] (K2CO3), C(C)I (ethyl iodide), C(C)I (Ethyl iodide). Solvent: ClCCCl (DCE). Conditions: temperature 50 celsius. Product: C(C1=CC=CC=C1)(=O)OC(CN(CC)C1CCCCC1)C (1-(cyclohexyl(ethyl)amino)propan-2-yl benzoate). As a reaction SMILES: [CH:1]1([NH:7][CH2:8][CH:9]([O:11][C:12](=[O:19])[C:13]2[CH:18]=[CH:17][CH:16]=[CH:15][CH:14]=2)[CH3:10])[CH2:6][CH2:5][CH2:4][CH2:3][CH2:2]1.C([O-])([O-])=O.[K+].[K+].[CH2:26](I)[CH3:27]>ClCCCl>[C:12]([O:11][CH:9]([CH3:10])[CH2:8][N:7]([CH:1]1[CH2:6][CH2:5][CH2:4][CH2:3][CH2:2]1)[CH2:26][CH3:27])(=[O:19])[C:13]1[CH:14]=[CH:15][CH:16]=[CH:17][CH:18]=1 |f:1.2.3|. Reported procedure: To a stirred solution of benzoic acid 2-cyclohexylamino-1-methyl-ethyl ester (1.0 g, 3.8 mmol) in DCE (20 mL) were added successively K2CO3 (2.11 g, 15.2 mmol) and ethyl iodide (1.8 mL, 22 mmol). The resulting mixture was heated at 50° C. for 16 hours in a sealed tube. Ethyl iodide (1.8 mL) was again added and the reaction mixture heated at 60° C. for another 24 hours. The reaction mixture was filtered and washed 5% methanol-DCM. The filtrate was concentrated and the crude material was purified ... Reactants: O=C1CCC(=O)N1Br, O=C(OOC(=O)c1ccccc1)c1ccccc1, ClC(Cl)(Cl)Cl, Cc1ccnc(F)c1, [W]. Product: Fc1cc(CBr)ccn1. Reaction SMILES: [Br:9][N:10]1[C:11](=[O:12])[CH2:13][CH2:14][C:15]1=[O:16].[C:17]([O:18][O:19][C:20](=[O:21])[c:22]1[cH:23][cH:24][cH:25][cH:26][cH:27]1)(=[O:28])[c:29]1[cH:30][cH:31][cH:32][cH:33][cH:34]1.[C:35]([Cl:36])([Cl:37])([Cl:38])[Cl:39].[F:1][c:2]1[n:3][cH:4][cH:5][c:6]([CH3:8])[cH:7]1.[W:40]>>[F:1][c:2]1[n:3][cH:4][cH:5][c:6]([CH2:8][Br:9])[cH:7]1. Starting materials: C(C)(=O)Cl (acetyl chloride), N1CCC(=CC1)C1=CC=C(C=C1)NC(=O)N1CC=2C=NC=CC2C1 (N-(4-(1,2,3,6-tetrahydropyridin-4-yl)phenyl)-1H-pyrrolo[3,4-c]pyridine-2(3H)-carboxamide), NC=1C=C2CN(CC2=CC1)C(=O)NC1=CC=C(C=C1)C(NCCC)=O (5-amino-N-(4-(propylcarbamoyl)phenyl)isoindoline-2-carboxamide). Product: C(C1=CC=CC=C1)(=O)N1CCC(=CC1)C1=CC=C(C=C1)NC(=O)N1CC=2C=NC=CC2C1 (N-[4-(1-benzoyl-1,2,3,6-tetrahydropyridin-4-yl)phenyl]-1,3-dihydro-2H-pyrrolo[3,4-c]pyridine-2-carboxamide). Reaction SMILES: C(Cl)(=O)C.[NH:5]1[CH2:10][CH:9]=[C:8]([C:11]2[CH:16]=[CH:15][C:14]([NH:17][C:18]([N:20]3[CH2:28][C:27]4[CH:26]=[CH:25][N:24]=[CH:23][C:22]=4[CH2:21]3)=[O:19])=[CH:13][CH:12]=2)[CH2:7][CH2:6]1.NC1C=C2C(=CC=1)CN(C(N[C:42]1[CH:47]=[CH:46][C:45]([C:48](=[O:53])NCCC)=[CH:44][CH:43]=1)=O)C2>>[C:48]([N:5]1[CH2:6][CH:7]=[C:8]([C:11]2[CH:16]=[CH:15][C:14]([NH:17][C:18]([N:20]3[CH2:28][C:27]4[CH:26]=[CH:25][N:24]=[CH:23][C:22]=4[CH2:21]3)=[O:19])=[CH:13][CH:12]=2)[CH2:9][CH2:10]1)(=[O:53])[C:45]1[CH:46]=[CH:47][CH:42]=[CH:43][CH:44]=1. Reported procedure: The title compound was prepared as described in Example 278, substituting benzoyl chloride for acetyl chloride and N-(4-(1,2,3,6-tetrahydropyridin-4-yl)phenyl)-1H-pyrrolo[3,4-c]pyridine-2(3H)-carboxamide for 5-amino-N-(4-(propylcarbamoyl)phenyl)isoindoline-2-carboxamide. 1H NMR (400 MHz, DMSO-d6) δ ppm 8.61 (s, 1H), 8.50 (d, J=5.0 Hz, 1H), 8.46 (s, 1H), 7.55-7.58 (m, 2H), 7.42-7.49 (m, 6H), 7.35-7.41 (m, 2H), 5.98-6.21 (m, 1H), 4.79-4.82 (m, 4H), 3.95-4.39 (m, 2H), 3.79-3.93 (m, 1H), 3.51-3.61 (...